Dataset: the Open Reaction Database (ORD), a public repository of structured organic reaction records. Task: describe an organic reaction: reactants, conditions, products, and yield Reactants: O=C(Cl)c1ccccc1, COc1ccc(C)c(C)c1, [O-][Cl+3]([O-])([O-])[O-], O=S(=O)([O-])C(F)(F)F, O=S(=O)([O-])C(F)(F)F, O=S(=O)([O-])C(F)(F)F, [Li+], C[N+](=O)[O-], [Na+], O=C([O-])O, [Sc+3]. Product: COc1cc(C)c(C)cc1C(=O)c1ccccc1. Reaction SMILES: [C:17]([c:18]1[cH:19][cH:20][cH:21][cH:22][cH:23]1)(=[O:24])[Cl:25].[CH3:1][c:2]1[cH:3][c:4]([O:9][CH3:10])[cH:5][cH:6][c:7]1[CH3:8].[Cl+3:11]([O-:12])([O-:13])([O-:14])[O-:15].[F:35][C:36]([F:37])([F:38])[S:39]([O-:40])(=[O:41])=[O:42].[F:44][C:45]([F:46])([F:47])[S:48]([O-:49])(=[O:50])=[O:51].[F:52][C:53]([F:54])([F:55])[S:56]([O-:57])(=[O:58])=[O:59].[Li+:16].[N+:31]([CH3:32])([O-:33])=[O:34].[Na+:26].[OH:27][C:28](=[O:29])[O-:30].[Sc+3:43]>>[CH3:1][c:2]1[cH:3][c:4]([O:9][CH3:10])[c:5]([C:17]([c:18]2[cH:19][cH:20][cH:21][cH:22][cH:23]2)=[O:24])[cH:6][c:7]1[CH3:8].